The task is: describe an organic reaction: reactants, conditions, products, and yield. This data is from the Open Reaction Database (ORD), a public repository of structured organic reaction records. The reactants are O=C(Br)c1ccc(CBr)cc1, CC(C)(C)OC(=O)Nc1ccc(-c2cccs2)cc1N, CCN(C(C)C)C(C)C, ClCCl, Cl. The product is CC(C)(C)OC(=O)Nc1ccc(-c2cccs2)cc1NC(=O)c1ccc(CBr)cc1. As a reaction SMILES: [Br:1][CH2:2][c:3]1[cH:4][cH:5][c:6]([C:7](=[O:8])[Br:9])[cH:10][cH:11]1.[C:12]([CH3:13])([CH3:14])([CH3:15])[O:16][C:17]([NH:18][c:19]1[c:20]([NH2:30])[cH:21][c:22](-[c:25]2[s:26][cH:27][cH:28][cH:29]2)[cH:23][cH:24]1)=[O:31].[CH:32]([N:33]([CH2:34][CH3:35])[CH:36]([CH3:37])[CH3:38])([CH3:39])[CH3:40].[Cl:41][CH2:42][Cl:43].[ClH:44]>>[Br:1][CH2:2][c:3]1[cH:4][cH:5][c:6]([C:7](=[O:8])[NH:30][c:20]2[c:19]([NH:18][C:17]([O:16][C:12]([CH3:13])([CH3:14])[CH3:15])=[O:31])[cH:24][cH:23][c:22](-[c:25]3[s:26][cH:27][cH:28][cH:29]3)[cH:21]2)[cH:10][cH:11]1.